From a dataset of the Open Reaction Database (ORD), a public repository of structured organic reaction records. describe an organic reaction: reactants, conditions, products, and yield Reported procedure: To a suspension of 4-[4-(2-methylbenzoylamino)benzoyl]-3,4-dihydro-2H-1,4-benzothiazine (0.5 g) in methanol (15 ml) is added an aqueous solution of sodium metaperiodate (0.28 g) in water (2.5 ml) and the mixture is stirred at room temperature for 72 hours. Water is added to the reaction solution and extracted with dichloromethane. The extract is dried over magnesium sulfate and the solvent is distilled off under reduced pressure. The resulting residue is purified by silica gel column chromatogra... Run at time 72 hour. Yield: 65.3%. Starting materials: CC1=C(C(=O)NC2=CC=C(C(=O)N3CCSC4=C3C=CC=C4)C=C2)C=CC=C1 (4-[4-(2-methylbenzoylamino)benzoyl]-3,4-dihydro-2H-1,4-benzothiazine), I(=O)(=O)(=O)[O-].[Na+] (sodium metaperiodate). As a reaction SMILES: [CH3:1][C:2]1[CH:28]=[CH:27][CH:26]=[CH:25][C:3]=1[C:4]([NH:6][C:7]1[CH:24]=[CH:23][C:10]([C:11]([N:13]2[C:18]3[CH:19]=[CH:20][CH:21]=[CH:22][C:17]=3[S:16][CH2:15][CH2:14]2)=[O:12])=[CH:9][CH:8]=1)=[O:5].I([O-])(=O)(=O)=[O:30].[Na+]>CO.O>[CH3:1][C:2]1[CH:28]=[CH:27][CH:26]=[CH:25][C:3]=1[C:4]([NH:6][C:7]1[CH:24]=[CH:23][C:10]([C:11]([N:13]2[C:18]3[CH:19]=[CH:20][CH:21]=[CH:22][C:17]=3[S:16](=[O:30])[CH2:15][CH2:14]2)=[O:12])=[CH:9][CH:8]=1)=[O:5] |f:1.2|. Solvent: CO (methanol), O (Water), O (water). The product is CC1=C(C(=O)NC2=CC=C(C(=O)N3CCS(C4=C3C=CC=C4)=O)C=C2)C=CC=C1 (4-[4-(2-methylbenzoylamino)benzoyl]-3,4-dihydro-2H-1,4-benzothiazin-1-oxide). The reactants are O=Cc1cc(O)ccc1Br, O=C([O-])[O-], CI, [K+], [K+], CN(C)C=O, O. The product is COc1ccc(Br)c(C=O)c1. RXN SMILES: [Br:1][c:2]1[c:3]([CH:4]=[O:5])[cH:6][c:7]([OH:10])[cH:8][cH:9]1.[C:13](=[O:14])([O-:15])[O-:16].[CH3:11][I:12].[K+:17].[K+:18].[O:20]=[CH:21][N:22]([CH3:23])[CH3:24].[OH2:19]>>[Br:1][c:2]1[c:3]([CH:4]=[O:5])[cH:6][c:7]([O:10][CH3:13])[cH:8][cH:9]1.